Dataset: the Open Reaction Database (ORD), a public repository of structured organic reaction records. Task: describe an organic reaction: reactants, conditions, products, and yield Reactants: C(C)OC(=O)C=1N=CN(C1)C=1C=CC=C2C=CC=NC12 (1-quinolin-8-yl-1H-imidazole-4-carboxylic acid ethyl ester), [H-].C(C(C)C)[Al+]CC(C)C (diisobutylaluminum hydride). Product: N1=CC=CC2=CC=CC(=C12)N1C=NC(=C1)CO ((1-Quinolin-8-yl-1H-imidazol-4-yl)-methanol). Procedure details: Following the general method described in example 388, 1-quinolin-8-yl-1H-imidazole-4-carboxylic acid ethyl ester was reacted with diisobutylaluminum hydride. After hydrolytic workup and chromatography the title compound was obtained as a light brown crystalline solid. Mp. 168-170° C. (Et2O), MS: m/e=225 (M+). RXN SMILES: C([O:3][C:4]([C:6]1[N:7]=[CH:8][N:9]([C:11]2[CH:12]=[CH:13][CH:14]=[C:15]3[C:20]=2[N:19]=[CH:18][CH:17]=[CH:16]3)[CH:10]=1)=O)C.[H-].C([Al+]CC(C)C)C(C)C>>[N:19]1[C:20]2[C:15](=[CH:14][CH:13]=[CH:12][C:11]=2[N:9]2[CH:10]=[C:6]([CH2:4][OH:3])[N:7]=[CH:8]2)[CH:16]=[CH:17][CH:18]=1 |f:1.2|. The reactants are CN(C(=O)c1ccc(Cl)cc1)C1CCNCC1c1ccc(Cl)c(Cl)c1, Cl, NS(=O)(=O)c1ccc(C(=O)O)cc1. As a reaction SMILES: [Cl:2][c:3]1[cH:4][cH:5][c:6]([C:7](=[O:8])[N:9]([CH3:10])[CH:11]2[CH:12]([c:17]3[cH:18][c:19]([Cl:24])[c:20]([Cl:23])[cH:21][cH:22]3)[CH2:13][NH:14][CH2:15][CH2:16]2)[cH:25][cH:26]1.[ClH:1].[S:27]([NH2:28])(=[O:29])(=[O:30])[c:31]1[cH:32][cH:33][c:34]([C:35](=[O:36])[OH:37])[cH:38][cH:39]1>>[Cl:2][c:3]1[cH:4][cH:5][c:6]([C:7](=[O:8])[N:9]([CH3:10])[CH:11]2[CH:12]([c:17]3[cH:18][c:19]([Cl:24])[c:20]([Cl:23])[cH:21][cH:22]3)[CH2:13][N:14]([C:35]([c:34]3[cH:33][cH:32][c:31]([S:27]([NH2:28])(=[O:29])=[O:30])[cH:39][cH:38]3)=[O:36])[CH2:15][CH2:16]2)[cH:25][cH:26]1. The product is CN(C(=O)c1ccc(Cl)cc1)C1CCN(C(=O)c2ccc(S(N)(=O)=O)cc2)CC1c1ccc(Cl)c(Cl)c1.